This data is from the Open Reaction Database (ORD), a public repository of structured organic reaction records. The task is: describe an organic reaction: reactants, conditions, products, and yield Starting materials: NC(C=1C=CC(=C(CN(CC(=O)OC(C)(C)C)C)C1)F)=NO (tert-butyl N-{5-[amino(hydroxyimino)methyl]-2-fluorobenzyl}-N-methylglycinate), COCC1=C(C=CC(=C1)C(=O)O)C1=C(C=CC=C1)C (2-(methoxymethyl)-2′-methyl biphenyl-4-carboxylic acid). Product: FC1=C(CN(CC(=O)OC(C)(C)C)C)C=C(C=C1)C1=NOC(=N1)C1=CC(=C(C=C1)C1=C(C=CC=C1)C)COC (tert-butyl N-(2-fluoro-5-{5-[2-(methoxymethyl)-2′-methylbiphenyl-4-yl]-1,2,4-oxadiazol-3-yl}benzyl)-N-methylglycinate). Reaction SMILES: [NH2:1][C:2](=[N:21][OH:22])[C:3]1[CH:4]=[CH:5][C:6]([F:20])=[C:7]([CH:19]=1)[CH2:8][N:9]([CH3:18])[CH2:10][C:11]([O:13][C:14]([CH3:17])([CH3:16])[CH3:15])=[O:12].[CH3:23][O:24][CH2:25][C:26]1[CH:31]=[C:30]([C:32](O)=O)[CH:29]=[CH:28][C:27]=1[C:35]1[CH:40]=[CH:39][CH:38]=[CH:37][C:36]=1[CH3:41]>>[F:20][C:6]1[CH:5]=[CH:4][C:3]([C:2]2[N:1]=[C:32]([C:30]3[CH:29]=[CH:28][C:27]([C:35]4[CH:40]=[CH:39][CH:38]=[CH:37][C:36]=4[CH3:41])=[C:26]([CH2:25][O:24][CH3:23])[CH:31]=3)[O:22][N:21]=2)=[CH:19][C:7]=1[CH2:8][N:9]([CH3:18])[CH2:10][C:11]([O:13][C:14]([CH3:17])([CH3:16])[CH3:15])=[O:12]. Procedure details: The title compound was prepared following procedure described for example 4, step 1, but starting from Intermediate 60 (256.87 mg; 0.83 mmol) and Intermediate 28 (192.22 mg; 0.75 mmol). The reaction mixture was filtered through a SPE NH2 column (2 g) and rinsed with ACN. After evaporation of the solvents, the crude product was purified by flash chromatography (c-hex/(DCM/EtOAc 1:1) gradient from 1:0 to 1:1), affording the title compound as a slightly yellow oil. 1H NMR (CDCl3) δ 8.42 (d, J=1.4 H... The reactants are C(C)(=O)OC=1C=C(C2=C(COC(N2)=O)C1)Cl (6-acetoxy-8-chloro-4H-3,1-benzoxazin-2-one), C(C)(=O)O (acetic acid), [OH-].[Na+] (sodium hydroxide), O (water). Run in CO (methanol). Yields the product ClC1=CC(=CC=2COC(NC21)=O)O (8-Chloro-6-hydroxy-4H-3,1-benzoxazin-2-one). Reaction SMILES: C([O:4][C:5]1[CH:6]=[C:7]([Cl:16])[C:8]2[NH:13][C:12](=[O:14])[O:11][CH2:10][C:9]=2[CH:15]=1)(=O)C.[OH-].[Na+].O.C(O)(=O)C>CO>[Cl:16][C:7]1[C:8]2[NH:13][C:12](=[O:14])[O:11][CH2:10][C:9]=2[CH:15]=[C:5]([OH:4])[CH:6]=1 |f:1.2|. Procedure: An amount of 7.6 gm (31.4 mol) of 6-acetoxy-8-chloro-4H-3,1-benzoxazin-2-one is suspended in 50 ml of methanol, and 20 ml (40 mmol) of 2N sodium hydroxide solution are added, under stirring. The clear solution which is immediately produced is stirred for a further ten minutes at ambient temperature, water is added, and the mixture is made acidic with acetic acid. The precipitate is subjected to suction filtration and recrystallized from isopropanol. Starting materials: FC(S(=O)(=O)C1=CC=C(C=C1)C1(C2=CC=CC=C2C=2C=CC=CC12)C1=CC=C(C=C1)S(=O)(=O)C(F)(F)F)(F)F (9,9-bis[4-(trifluoromethylsulfonyl)phenyl]fluorene), C([O-])([O-])=O.[Na+].[Na+] (sodium carbonate), ClC1=CC=C(C=C1)B(O)O (4-chlorophenylboronic acid). The reagents and catalysts are C=1C=CC(=CC1)[P](C=2C=CC=CC2)(C=3C=CC=CC3)[Pd]([P](C=4C=CC=CC4)(C=5C=CC=CC5)C=6C=CC=CC6)([P](C=7C=CC=CC7)(C=8C=CC=CC8)C=9C=CC=CC9)[P](C=1C=CC=CC1)(C=1C=CC=CC1)C=1C=CC=CC1 (tetrakis(triphenylphosphine)palladium). The solvent is O1CCCC1 (tetrahydrofuran). Reaction conditions: temperature 70 celsius, time 18 hour. Product: ClC1=CC=C(C=C1)C1=CC=C(C=C1)C1(C2=CC=CC=C2C=2C=CC=CC12)C1=CC=C(C=C1)C1=CC=C(C=C1)Cl (9,9-bis(4′-chloro-biphenyl-4-yl)fluorene). Yield: 77.4%. As a reaction SMILES: FC(F)(F)S([C:6]1[CH:11]=[CH:10][C:9]([C:12]2([C:25]3[CH:30]=[CH:29][C:28](S(C(F)(F)F)(=O)=O)=[CH:27][CH:26]=3)[C:24]3[CH:23]=[CH:22][CH:21]=[CH:20][C:19]=3[C:18]3[C:13]2=[CH:14][CH:15]=[CH:16][CH:17]=3)=[CH:8][CH:7]=1)(=O)=O.C(=O)([O-])[O-].[Na+].[Na+].[Cl:46][C:47]1[CH:52]=[CH:51][C:50](B(O)O)=[CH:49][CH:48]=1>C1C=CC([P]([Pd]([P](C2C=CC=CC=2)(C2C=CC=CC=2)C2C=CC=CC=2)([P](C2C=CC=CC=2)(C2C=CC=CC=2)C2C=CC=CC=2)[P](C2C=CC=CC=2)(C2C=CC=CC=2)C2C=CC=CC=2)(C2C=CC=CC=2)C2C=CC=CC=2)=CC=1.O1CCCC1>[Cl:46][C:47]1[CH:52]=[CH:51][C:50]([C:6]2[CH:11]=[CH:10][C:9]([C:12]3([C:25]4[CH:30]=[CH:29][C:28]([C:50]5[CH:51]=[CH:52][C:47]([Cl:46])=[CH:48][CH:49]=5)=[CH:27][CH:26]=4)[C:24]4[CH:23]=[CH:22][CH:21]=[CH:20][C:19]=4[C:18]4[C:13]3=[CH:14][CH:15]=[CH:16][CH:17]=4)=[CH:8][CH:7]=2)=[CH:49][CH:48]=1 |f:1.2.3,^1:59,61,80,99|. Procedure: 16 g of 9,9-bis[4-(trifluoromethylsulfonyl)phenyl]fluorene, 100 ml of tetrahydrofuran, 62 g of a 20% sodium carbonate aqueous solution, 8.54 g of 4-chlorophenylboronic acid, and 0.6 g of tetrakis(triphenylphosphine)palladium were placed in a 300 ml four-necked flask, and the mixture was heated at 70° C. The resulting mixture was aged at the same temperature for 18 hours, and the reaction mixture was then cooled to room temperature and subjected to liquid separation. An organic phase was washed w... Reactants: ClC=1C=C(C=C2C=3CC(CCC3NC12)NC(C(C)C)=O)C#N (N-(8-chloro-6-cyano-2,3,4,9-tetrahydro-1H-carbazol-3-yl)-isobutyramide), FC=1C=C(CBr)C=CC1 (3-fluorobenzyl bromide). Product: ClC=1C=C(C=C2C=3CC(CCC3N(C12)CC1=CC(=CC=C1)F)NC(C(C)C)=O)C#N (N-[8-Chloro-6-cyano-9-(3-fluoro-benzyl)-2,3,4,9-tetrahydro-1H-carbazol-3-yl]-isobutyramide). Yield: 10.0%. Reaction SMILES: [Cl:1][C:2]1[CH:3]=[C:4]([C:21]#[N:22])[CH:5]=[C:6]2[C:14]=1[NH:13][C:12]1[CH2:11][CH2:10][CH:9]([NH:15][C:16](=[O:20])[CH:17]([CH3:19])[CH3:18])[CH2:8][C:7]2=1.[F:23][C:24]1[CH:25]=[C:26]([CH:29]=[CH:30][CH:31]=1)[CH2:27]Br>>[Cl:1][C:2]1[CH:3]=[C:4]([C:21]#[N:22])[CH:5]=[C:6]2[C:14]=1[N:13]([CH2:27][C:26]1[CH:29]=[CH:30][CH:31]=[C:24]([F:23])[CH:25]=1)[C:12]1[CH2:11][CH2:10][CH:9]([NH:15][C:16](=[O:20])[CH:17]([CH3:19])[CH3:18])[CH2:8][C:7]2=1. Procedure: Prepare the title compound by essentially following the procedure as described in Example 96 with N-(8-chloro-6-cyano-2,3,4,9-tetrahydro-1H-carbazol-3-yl)-isobutyramide (Preparation 18) and 3-fluorobenzyl bromide, to obtain the title compound as a white solid in 10% yield. MS (ES): 424 (M+1), 422 (M−1); HPLC (Method A): Rt=3.18 (92%). Starting materials: [H-].[Na+] (sodium hydride), COC1=CC=C(C=C1)N1CCN(CC1)C1=CC=C(C=C1)N1C(NN=C1)=O (2,4-dihydro-4-{4-[4-(4-methoxyphenyl)-1-piperazinyl]phenyl}-3H-1,2,4-triazol-3-one), BrCCC (1-bromopropane). Run in CS(=O)C (dimethyl sulfoxide). Run at temperature 50 celsius. The product is C(CC)N1NC=NC1=O (2-propyl-3H-1,2,4 -triazol-3-one). Reaction SMILES: COC1C=CC(N2CCN(C3C=CC([N:21]4[CH:25]=[N:24][NH:23][C:22]4=[O:26])=CC=3)CC2)=CC=1.[H-].[Na+].Br[CH2:30][CH2:31][CH3:32]>CS(C)=O>[CH2:30]([N:23]1[C:22](=[O:26])[N:21]=[CH:25][NH:24]1)[CH2:31][CH3:32] |f:1.2|. Reported procedure: 10 Parts of 2,4-dihydro-4-{4-[4-(4-methoxyphenyl)-1-piperazinyl]phenyl}-3H-1,2,4-triazol-3-one are dissolved in 300 parts of dimethyl sulfoxide at 100° C. Then there are added 1.6 parts of sodium hydride dispersion 50% and stirring is continued while the mixture is allowed to cool to about 50° C. 3.9 Parts of 1-bromopropane are added and the whole is stirred overnight at room temperature. The reaction mixture is poured onto water and the product is extracted with trichloromethane. The extract is... The reactants are B(OC)(OC)OC (trimethyl borate), Cl (HCl), ice water, C(CCC)OC1=C(C(=CC=C1)F)F (4-butoxy-2,3-difluorobenzene), C(CCC)[Li] (n-Butyllithium). The solvent is C(C)(=O)OCC (Ethyl acetate), C1CCOC1 (THF), C1CCOC1 (THF), CCCCCC (n-hexane). Reaction conditions: time 2 hour. The product is C(CCC)OC1=C(C(=C(C=C1)B(O)O)F)F (4-butoxy-2,3-difluorophenylboronic acid). Isolated yield 6.1%. As a reaction SMILES: [CH2:1]([O:5][C:6]1[CH:11]=[CH:10][CH:9]=[C:8]([F:12])[C:7]=1[F:13])[CH2:2][CH2:3][CH3:4].C([Li])CCC.[B:19](OC)([O:22]C)[O:20]C.Cl>C(OCC)(=O)C.C1COCC1.CCCCCC>[CH2:1]([O:5][C:6]1[CH:11]=[CH:10][C:9]([B:19]([OH:22])[OH:20])=[C:8]([F:12])[C:7]=1[F:13])[CH2:2][CH2:3][CH3:4]. Reported procedure: The compound (22) (84.6 g) and THF (500 ml) were put in a reaction vessel under a nitrogen atmosphere, and cooled to −74° C. n-Butyllithium (1.65 M in a n-hexane solution; 303.0 ml) was added dropwise in the temperature range of −74° C. to −70° C., and the stirring was continued for another 2 hours. Then, the mixture was added dropwise to a THF (200 ml) solution of trimethyl borate (56.7 g) in the temperature range of −74° C. to −65° C., and the stirring was continued for another 8 hours while t...